Dataset: the Open Reaction Database (ORD), a public repository of structured organic reaction records. Task: describe an organic reaction: reactants, conditions, products, and yield Reactants: NCC1SCC(=C(C1)CCCCC)CCCCC (2-aminomethyl-4,5-dipentyl-3,6-dihydro-2H-thiopyran), C(C)(C)C1=C(C(=CC=C1)C(C)C)N=C=O (2,6-diisopropylphenyl-isocyanate). The solvent is [Cl-] (chloride). Run at temperature 0 celsius, time 12 hour. Product: C(C)(C)C1=C(C(=CC=C1)C(C)C)NC(=O)NCC1SCC(=C(C1)CCCCC)CCCCC (1-(2,6-diisopropylphenyl)-3-[(4,5-dipentyl-3,6-dihydro-2H-thiopyran-2-yl)methyl]-urea). RXN SMILES: [NH2:1][CH2:2][CH:3]1[CH2:8][C:7]([CH2:9][CH2:10][CH2:11][CH2:12][CH3:13])=[C:6]([CH2:14][CH2:15][CH2:16][CH2:17][CH3:18])[CH2:5][S:4]1.[CH:19]([C:22]1[CH:27]=[CH:26][CH:25]=[C:24]([CH:28]([CH3:30])[CH3:29])[C:23]=1[N:31]=[C:32]=[O:33])([CH3:21])[CH3:20]>[Cl-]>[CH:19]([C:22]1[CH:27]=[CH:26][CH:25]=[C:24]([CH:28]([CH3:29])[CH3:30])[C:23]=1[NH:31][C:32]([NH:1][CH2:2][CH:3]1[CH2:8][C:7]([CH2:9][CH2:10][CH2:11][CH2:12][CH3:13])=[C:6]([CH2:14][CH2:15][CH2:16][CH2:17][CH3:18])[CH2:5][S:4]1)=[O:33])([CH3:20])[CH3:21]. Reported procedure: Part D. The amine product from Part C above (ca. 1.8 mmol) was dissolved inmethylene chloride (10 mL), and cooled to 0° C. The solution was treated with 2,6-diisopropylphenyl-isocyanate (0.50 mL, 2.10 mmol) by syringe. The mixture was allowed to stir for 12 hours, then evaporated, and the residue was separated by flash chromatography (7:93 ethyl acetate-hexane) to afford the title product as a solid, mp 65°-67° C. (490 mg, 1.04 mmol, 58%). 1H NMR (CDCl3): δ 7.40-7.07 (3H, m); 6.06 (1H, br s); 5....